Dataset: the Open Reaction Database (ORD), a public repository of structured organic reaction records. Task: describe an organic reaction: reactants, conditions, products, and yield Starting materials: O (water), N1C(=NC2=C1C=CC=C2)CO ((1H-benzo[d]imidazol-2-yl)methanol), ClCCS(=O)(=O)C (1-chloro-2-(methylsulfonyl) ethane), C(=O)([O-])[O-].[K+].[K+] (K2CO3). Run in CN(C)C=O (DMF). The product is CS(=O)(=O)CCN1C(=NC2=C1C=CC=C2)CO ((1-(2-(methylsulfonyl)ethyl)-1H-benzo[d]imidazol-2-yl)methanol). As a reaction SMILES: [NH:1]1[C:5]2[CH:6]=[CH:7][CH:8]=[CH:9][C:4]=2[N:3]=[C:2]1[CH2:10][OH:11].Cl[CH2:13][CH2:14][S:15]([CH3:18])(=[O:17])=[O:16].C([O-])([O-])=O.[K+].[K+].O>CN(C=O)C>[CH3:18][S:15]([CH2:14][CH2:13][N:1]1[C:5]2[CH:6]=[CH:7][CH:8]=[CH:9][C:4]=2[N:3]=[C:2]1[CH2:10][OH:11])(=[O:17])=[O:16] |f:2.3.4|. Procedure: A mixture of (1H-benzo[d]imidazol-2-yl)methanol (1.0 g, 6.75 mmol) and 1-chloro-2-(methylsulfonyl) ethane (1.05 g, 7.42 mmol) in DMF (3 mL) was stirred in the presence of K2CO3 (0.93 g, 6.75 mmol) at RT for overnight. The mixture was poured into water (20 mL) and extracted with DCM (50 mL×3). The combined organic layer was dried over anhydrous Na2SO4 and concentrated under vacuum to give the crude (1-(2-(methylsulfonyl)ethyl)-1H-benzo[d]imidazol-2-yl)methanol which was used for next step directl...